This data is from the Open Reaction Database (ORD), a public repository of structured organic reaction records. The task is: describe an organic reaction: reactants, conditions, products, and yield Starting materials: FC1=C(C=CC(=C1)F)[C@]1(OC1)[C@H](C)O ((1S)-1-[(2R)-2-(2,4-difluorophenyl)-2-oxiranyl]ethanol), C(C1=CC=CC=C1)N1CCN(CC1)C1=CC=C(C=C1)N1C(NN=C1)=O (4-[4-(4-benzyl-1-piperazinyl)phenyl]-3(2H,4H)-1,2,4-triazolone). Yields the product FC1=C(C=CC(=C1)F)[C@]1([C@@H](C)N2N=CN(C2=O)C2=CC=C(C=C2)N2CCN(CC2)CC2=CC=CC=C2)CO1 (2-[(1R,2S)-2-(2,4-difluorophenyl)-2,3-epoxy-1-methylpropyl]-4-[4-(4-benzyl-1-piperazinyl)phenyl]-3(2H,4H)-1,2,4-triazolone). The yield is 19.0%. Reaction SMILES: [F:1][C:2]1[CH:7]=[C:6]([F:8])[CH:5]=[CH:4][C:3]=1[C@:9]1([C@@H:12](O)[CH3:13])[CH2:11][O:10]1.[CH2:15]([N:22]1[CH2:27][CH2:26][N:25]([C:28]2[CH:33]=[CH:32][C:31]([N:34]3[CH:38]=[N:37][NH:36][C:35]3=[O:39])=[CH:30][CH:29]=2)[CH2:24][CH2:23]1)[C:16]1[CH:21]=[CH:20][CH:19]=[CH:18][CH:17]=1>>[F:1][C:2]1[CH:7]=[C:6]([F:8])[CH:5]=[CH:4][C:3]=1[C@:9]1([O:10][CH2:11]1)[C@H:12]([N:36]1[C:35](=[O:39])[N:34]([C:31]2[CH:30]=[CH:29][C:28]([N:25]3[CH2:24][CH2:23][N:22]([CH2:15][C:16]4[CH:17]=[CH:18][CH:19]=[CH:20][CH:21]=4)[CH2:27][CH2:26]3)=[CH:33][CH:32]=2)[CH:38]=[N:37]1)[CH3:13]. Procedure details: In the same manner as in Reference Example 5, starting from 681 mg of (1S)-1-[(2R)-2-(2,4-difluorophenyl)-2-oxiranyl]ethanol and 1.0 g of 4-[4-(4-benzyl-1-piperazinyl)phenyl]-3(2H,4H)-1,2,4-triazolone, 2-[(1R,2S)-2-(2,4-difluorophenyl)-2,3-epoxy-1-methylpropyl]-4-[4-(4-benzyl-1-piperazinyl)phenyl]-3(2H,4H)-1,2,4-triazolone (293 mg) was obtained as a colorless powder. Starting materials: ClC1=C2C(=NC=C1)SC=C2C2=CC=CC=C2 (4-Chloro-3-phenyl-thieno[2,3-b]pyridine), N1(CCCC1)CCOCC1CCNCC1 (4-(2-pyrrolidin-1-ylethoxymethyl)piperidine). Reaction conditions: temperature 170 celsius. Yields the product C1(=CC=CC=C1)C1=CSC2=NC=CC(=C21)N2CCC(CC2)COCCN2CCCC2 (3-phenyl-4-[4-(2-pyrrolidin-1-ylethoxymethyl)-1-piperidyl]thieno[2,3-b]pyridine). The yield is 10.8%. RXN SMILES: Cl[C:2]1[CH:7]=[CH:6][N:5]=[C:4]2[S:8][CH:9]=[C:10]([C:11]3[CH:16]=[CH:15][CH:14]=[CH:13][CH:12]=3)[C:3]=12.[N:17]1([CH2:22][CH2:23][O:24][CH2:25][CH:26]2[CH2:31][CH2:30][NH:29][CH2:28][CH2:27]2)[CH2:21][CH2:20][CH2:19][CH2:18]1>>[C:11]1([C:10]2[C:3]3[C:4](=[N:5][CH:6]=[CH:7][C:2]=3[N:29]3[CH2:30][CH2:31][CH:26]([CH2:25][O:24][CH2:23][CH2:22][N:17]4[CH2:21][CH2:20][CH2:19][CH2:18]4)[CH2:27][CH2:28]3)[S:8][CH:9]=2)[CH:16]=[CH:15][CH:14]=[CH:13][CH:12]=1. Procedure: 4-Chloro-3-phenyl-thieno[2,3-b]pyridine (150 mg, 0.462 mmol) and 4-(2-pyrrolidin-1-ylethoxymethyl)piperidine (150 mg, 0.706 mmol) were combined and heated in a Reactivial at 170° C. overnight. The reaction mixture was allowed to cool to room temperature and purified by basic prep HPLC to afford 3-phenyl-4-[4-(2-pyrrolidin-1-ylethoxymethyl)-1-piperidyl]thieno[2,3-b]pyridine (21 mg). LCMS [M+H]=422.2 Reactants: CC(=O)O, CCOC(=O)c1cn(N)c2cc(Cl)c(F)cc2c1=O, [Na+], [OH-], O. Product: Nn1cc(C(=O)O)c(=O)c2cc(F)c(Cl)cc21. Reaction SMILES: [CH3:22][C:23](=[O:24])[OH:25].[NH2:3][n:4]1[cH:5][c:6]([C:17](=[O:18])[O:19][CH2:20][CH3:21])[c:7](=[O:16])[c:8]2[cH:9][c:10]([F:15])[c:11]([Cl:14])[cH:12][c:13]12.[Na+:2].[OH-:1].[OH2:26]>>[NH2:3][n:4]1[cH:5][c:6]([C:17](=[O:18])[OH:19])[c:7](=[O:16])[c:8]2[cH:9][c:10]([F:15])[c:11]([Cl:14])[cH:12][c:13]12. Reactants: CCCCCCCCCCCC(=O)O, CC(C)=O, NC(CCC(=O)[O-])C(=O)[O-], NC(CCC(=O)O)C(=O)O, [Na+], [Na+], [Na+], [OH-], O, O=S(=O)(O)O. Product: CCCCCCCCCCCC(=O)NC(CCC(=O)O)C(=O)O. As a reaction SMILES: [C:30]([CH2:31][CH2:32][CH2:33][CH2:34][CH2:35][CH2:36][CH2:37][CH2:38][CH2:39][CH2:40][CH3:41])(=[O:42])[OH:43].[CH3:45][C:46](=[O:47])[CH3:48].[NH2:13][CH:14]([C:15]([O-:16])=[O:17])[CH2:18][CH2:19][C:20]([O-:21])=[O:22].[NH2:1][CH:2]([CH2:3][CH2:4][C:5](=[O:6])[OH:7])[C:8](=[O:9])[OH:10].[Na+:12].[Na+:23].[Na+:24].[OH-:11].[OH2:44].[S:25](=[O:26])(=[O:27])([OH:28])[OH:29]>>[NH:1]([CH:2]([CH2:3][CH2:4][C:5](=[O:6])[OH:7])[C:8](=[O:9])[OH:10])[C:30]([CH2:31][CH2:32][CH2:33][CH2:34][CH2:35][CH2:36][CH2:37][CH2:38][CH2:39][CH2:40][CH3:41])=[O:42]. Starting materials: ClC=1C=C(C=CC1OC)NC1=NC(=CC(=N1)Cl)C1=CC=CC=C1 ((3-Chloro-4-methoxy-phenyl)-(4-chloro-6-phenyl-pyrimidin-2-yl)-amine), N1CCNCC1 (piperazine). Yields the product ClC=1C=C(C=CC1OC)NC1=NC(=CC(=N1)C1=CC=CC=C1)N1CCNCC1 ((3-chloro-4-methoxy-phenyl)-(4-phenyl-6-piperazin-1-yl-pyrimidin-2-yl)-amine). RXN SMILES: [Cl:1][C:2]1[CH:3]=[C:4]([NH:10][C:11]2[N:16]=[C:15](Cl)[CH:14]=[C:13]([C:18]3[CH:23]=[CH:22][CH:21]=[CH:20][CH:19]=3)[N:12]=2)[CH:5]=[CH:6][C:7]=1[O:8][CH3:9].[NH:24]1[CH2:29][CH2:28][NH:27][CH2:26][CH2:25]1>>[Cl:1][C:2]1[CH:3]=[C:4]([NH:10][C:11]2[N:12]=[C:13]([C:18]3[CH:23]=[CH:22][CH:21]=[CH:20][CH:19]=3)[CH:14]=[C:15]([N:24]3[CH2:29][CH2:28][NH:27][CH2:26][CH2:25]3)[N:16]=2)[CH:5]=[CH:6][C:7]=1[O:8][CH3:9]. Reported procedure: (3-Chloro-4-methoxy-phenyl)-(4-chloro-6-phenyl-pyrimidin-2-yl)-amine compound (1 g, 2.8 mmol) on treatment with piperazine (0.24 g, 2.8 mmol), as described above yielded the desired compound.